Dataset: the Open Reaction Database (ORD), a public repository of structured organic reaction records. Task: describe an organic reaction: reactants, conditions, products, and yield Starting materials: BrC1=CC=2N3C4=C(C=C(C=C4C2C=C1)O)C(C(=C3)CC=3C=NC=CC3)=O (9-bromo-2-hydroxy-5-(3-pyridylmethyl)-4H-pyrido[3,2,1-jk]carbazole-4-one), ice water, C([O-])([O-])=O.[K+].[K+] (potassium carbonate), BrCC(=O)OC(C)(C)C (t-butyl bromoacetate). Run in CS(=O)C (dimethyl sulfoxide). Run at time 30 minute. Product: BrC1=CC=2N3C4=C(C=C(C=C4C2C=C1)OCC(=O)OC(C)(C)C)C(C(=C3)CC=3C=NC=CC3)=O (9-bromo-2-t-butoxycarbonylmethyloxy-5-(3-pyridylmethyl)-4H-pyrido[3,2,1-jk]carbazole-4-one). The yield is 56.0%. As a reaction SMILES: [Br:1][C:2]1[CH:14]=[CH:13][C:12]2[C:11]3[C:6]4=[C:7]([C:16](=[O:26])[C:17]([CH2:19][C:20]5[CH:21]=[N:22][CH:23]=[CH:24][CH:25]=5)=[CH:18][N:5]4[C:4]=2[CH:3]=1)[CH:8]=[C:9]([OH:15])[CH:10]=3.C(=O)([O-])[O-].[K+].[K+].Br[CH2:34][C:35]([O:37][C:38]([CH3:41])([CH3:40])[CH3:39])=[O:36]>CS(C)=O>[Br:1][C:2]1[CH:14]=[CH:13][C:12]2[C:11]3[C:6]4=[C:7]([C:16](=[O:26])[C:17]([CH2:19][C:20]5[CH:21]=[N:22][CH:23]=[CH:24][CH:25]=5)=[CH:18][N:5]4[C:4]=2[CH:3]=1)[CH:8]=[C:9]([O:15][CH2:34][C:35]([O:37][C:38]([CH3:41])([CH3:40])[CH3:39])=[O:36])[CH:10]=3 |f:1.2.3|. Reported procedure: 9-bromo-2-hydroxy-5-(3-pyridylmethyl)-4H-pyrido[3,2,1-jk]carbazole-4-one (200 mg) produced in Example 102 was suspended in dimethyl sulfoxide (8 ml). After adding potassium carbonate (136 mg), the mixture was stirred at room temperature for 30 minutes, and t-butyl bromoacetate (0.09 ml) was added. After stirring at room temperature for 2 hours, the reaction mixture was poured into ice water (20 ml) and the crystals precipitated were recovered by filtration. The thus obtained crude crystals were ... Reactants: BrC1=CC=C(C=C1)C1=NN2C(C(=N1)N1N=CN=C1)=C(N=C2C)C (2-(4-Bromophenyl)-5,7-dimethyl-4-(1H-1,2,4-triazol-1-yl)imidazo[5,1-f][1,2,4]triazine), COC=1C=C(C=C(C1OC)OC)O (3,4,5-trimethoxyphenol). Yields the product BrC1=CC=C(C=C1)C1=NN2C(C(=N1)OC1=CC(=C(C(=C1)OC)OC)OC)=C(N=C2C)C (2-(4-Bromophenyl)-5,7-dimethyl-4-(3,4,5-trimethoxyphenoxy)imidazo[5,1-f]-[1,2,4]triazine). Reaction SMILES: [Br:1][C:2]1[CH:7]=[CH:6][C:5]([C:8]2[N:13]=[C:12](N3C=NC=N3)[C:11]3=[C:19]([CH3:23])[N:20]=[C:21]([CH3:22])[N:10]3[N:9]=2)=[CH:4][CH:3]=1.[CH3:24][O:25][C:26]1[CH:27]=[C:28]([OH:36])[CH:29]=[C:30]([O:34][CH3:35])[C:31]=1[O:32][CH3:33]>>[Br:1][C:2]1[CH:3]=[CH:4][C:5]([C:8]2[N:13]=[C:12]([O:36][C:28]3[CH:29]=[C:30]([O:34][CH3:35])[C:31]([O:32][CH3:33])=[C:26]([O:25][CH3:24])[CH:27]=3)[C:11]3=[C:19]([CH3:23])[N:20]=[C:21]([CH3:22])[N:10]3[N:9]=2)=[CH:6][CH:7]=1. Reported procedure: Preparation analogously to Example 22 from Example 50A (50 mg, 0.14 mmol) and 3,4,5-trimethoxyphenol (50 mg, 0.29 mmol). Reactants: C(C)(=O)OCC (Ethyl acetate), C(C)(=O)O.C(=N)N (Formamidine acetate), C1(CC1)C1=CC(=NN1)NC1=NC(=CC=C1[N+](=O)[O-])N[C@@H](C)C1=NC=C(C=C1)F (N2-(5-cyclopropyl-1H-pyrazol-3-yl)-N6-[(1S)-1-(5-fluoropyridin-2-yl)ethyl]-3-nitropyridine-2,6-diamine), C1(CC1)C1=CC(=NN1)NC1=NC(=CC=C1[N+](=O)[O-])N[C@@H](C)C1=NC=C(C=C1)F (N2-(5-cyclopropyl-1H-pyrazol-3-yl)-N6-[(1S)-1-(5-fluoropyridin-2-yl)ethyl]-3-nitropyridine-2,6-diamine), C(C)O (ethanol). The reagents and catalysts are [Pd] (Pd—C). Solvent: [Cl-].[Na+].O (brine). The product is C1(CC1)C1=CC(=NN1)N1C=NC=2C1=NC(=CC2)N[C@@H](C)C2=NC=C(C=C2)F (3-(5-Cyclopropyl-1H-pyrazol-3-yl)-N-[(1S)-1-(5-fluoropyridin-2-yl)ethyl]-3H-imidazo[4,5-b]pyridin-5-amine). RXN SMILES: [CH:1]1([C:4]2[NH:8][N:7]=[C:6]([NH:9][C:10]3[C:15]([N+:16]([O-])=O)=[CH:14][CH:13]=[C:12]([NH:19][C@H:20]([C:22]4[CH:27]=[CH:26][C:25]([F:28])=[CH:24][N:23]=4)[CH3:21])[N:11]=3)[CH:5]=2)[CH2:3][CH2:2]1.[CH2:29](O)C.C(O)(=O)C.C(N)=N.C(OCC)(=O)C>[Cl-].[Na+].O.[Pd]>[CH:1]1([C:4]2[NH:8][N:7]=[C:6]([N:9]3[C:10]4=[N:11][C:12]([NH:19][C@H:20]([C:22]5[CH:27]=[CH:26][C:25]([F:28])=[CH:24][N:23]=5)[CH3:21])=[CH:13][CH:14]=[C:15]4[N:16]=[CH:29]3)[CH:5]=2)[CH2:3][CH2:2]1 |f:2.3,5.6.7|. Procedure: N2-(5-cyclopropyl-1H-pyrazol-3-yl)-N6-[(1S)-1-(5-fluoropyridin-2-yl)ethyl]-3-nitropyridine-2,6-diamine (Intermediate 10, 0.4 g) was dissolved into ethanol (20 mL) with Pd—C (60 mg) and a hydrogen inlet. The mixture was stirred at room temperature until no starting material was detected with TLC or LCMS. Formamidine acetate (0.5 g) was added to the filtrate after the filtration of resulting mixture. The mixture was stirred at 95° C. for 4 hours. Ethyl acetate (40 mL) was added into the resulting ... Reaction SMILES: [CH2:37]1[O:38][CH2:39][CH2:40][CH2:41]1.[CH3:33][C:34](=[O:35])[OH:36].[CH3:42][CH2:43][O:44][C:45]([CH3:46])=[O:47].[F:21][C:22]([CH3:23])([CH3:24])[c:25]1[cH:26][n:27][cH:28][c:29]([CH:30]=[O:31])[cH:32]1.[NH2:1][CH2:2][CH:3]([CH:4]([CH2:5][c:6]1[cH:7][cH:8][cH:9][cH:10][cH:11]1)[NH:12][C:13]([O:14][C:15]([CH3:16])([CH3:17])[CH3:18])=[O:19])[OH:20]>>[NH:1]([CH2:2][CH:3]([CH:4]([CH2:5][c:6]1[cH:7][cH:8][cH:9][cH:10][cH:11]1)[NH:12][C:13]([O:14][C:15]([CH3:16])([CH3:17])[CH3:18])=[O:19])[OH:20])[CH2:30][c:29]1[cH:28][n:27][cH:26][c:25]([C:22]([F:21])([CH3:23])[CH3:24])[cH:32]1. The product is CC(C)(C)OC(=O)NC(Cc1ccccc1)C(O)CNCc1cncc(C(C)(C)F)c1. Starting materials: C1CCOC1, CC(=O)O, CCOC(C)=O, CC(C)(F)c1cncc(C=O)c1, CC(C)(C)OC(=O)NC(Cc1ccccc1)C(O)CN. Solvent: C(C)O (ethyl alcohol). The reactants are ClC1=CC=C(CC2=NC(=NN2C)C2=C(C=CC=C2F)Cl)C=C1 (5-(4-chlorobenzyl)-3-(2-chloro-6-fluorophenyl)-1-methyl-1H-1,2,4-triazole), [Na] (sodium), O (water). Product: ClC1=CC=C(C(O)C2=NC(=NN2C)C2=C(C=CC=C2F)Cl)C=C1 (5-(4-chloro-α-hydroxybenzyl)-3-(2-chloro-6-fluorophenyl)-1-methyl-1H-1,2,4-triazole). As a reaction SMILES: [Cl:1][C:2]1[CH:22]=[CH:21][C:5]([CH2:6][C:7]2[N:11]([CH3:12])[N:10]=[C:9]([C:13]3[C:18]([F:19])=[CH:17][CH:16]=[CH:15][C:14]=3[Cl:20])[N:8]=2)=[CH:4][CH:3]=1.[Na].[OH2:24]>C(O)C>[Cl:1][C:2]1[CH:22]=[CH:21][C:5]([CH:6]([C:7]2[N:11]([CH3:12])[N:10]=[C:9]([C:13]3[C:18]([F:19])=[CH:17][CH:16]=[CH:15][C:14]=3[Cl:20])[N:8]=2)[OH:24])=[CH:4][CH:3]=1 |^1:22|. Procedure details: To a solution of 1.1 g of 5-(4-chlorobenzyl)-3-(2-chloro-6-fluorophenyl)-1-methyl-1H-1,2,4-triazole in 15 ml of ethyl alcohol at 0° C. was added potionwise 0.06 g of sodium borohrdride. After 30 minutes, the rection mixture was poured into iced water and extracted with chloroform, the chloroform solution was washed with water, dried over magnesium sulfate and concentrated under reduced pressure. The residue was washed with n-hexane to afford 1.0 g of 5-(4-chloro-α-hydroxybenzyl)-3-(2-chloro-6-fl... Run at time 30 minute. Starting materials: C(C)(C)(C)OC(NC1=C(C=C(C(=C1)N(C)C)C(F)(F)F)N)=O ((2-amino-5-dimethylamino-4-trifluoromethyl-phenyl)-carbamic acid tert-butyl ester), C(C)(C)(C)OC(CC(C1=CC(=CC=C1)C1=CC=NC=C1)=O)=O (3-oxo-3-(3-pyridin-4-yl-phenyl)-propionic acid tert-butyl ester). Yields the product C(C)(C)(C)OC(NC1=C(C=C(C(=C1)N(C)C)C(F)(F)F)NC(CC(C1=CC(=CC=C1)C1=CC=NC=C1)=O)=O)=O ({5-Dimethylamino-2-[3-oxo-3-(3-pyridin-4-yl-phenyl)-propionylamino]-4-trifluoromethyl-phenyl}-carbamic acid tert-butyl ester), solid. As a reaction SMILES: [C:1]([O:5][C:6](=[O:22])[NH:7][C:8]1[CH:13]=[C:12]([N:14]([CH3:16])[CH3:15])[C:11]([C:17]([F:20])([F:19])[F:18])=[CH:10][C:9]=1[NH2:21])([CH3:4])([CH3:3])[CH3:2].C([O:27][C:28](=O)[CH2:29][C:30](=[O:43])[C:31]1[CH:36]=[CH:35][CH:34]=[C:33]([C:37]2[CH:42]=[CH:41][N:40]=[CH:39][CH:38]=2)[CH:32]=1)(C)(C)C>>[C:1]([O:5][C:6](=[O:22])[NH:7][C:8]1[CH:13]=[C:12]([N:14]([CH3:16])[CH3:15])[C:11]([C:17]([F:20])([F:19])[F:18])=[CH:10][C:9]=1[NH:21][C:28](=[O:27])[CH2:29][C:30](=[O:43])[C:31]1[CH:36]=[CH:35][CH:34]=[C:33]([C:37]2[CH:38]=[CH:39][N:40]=[CH:41][CH:42]=2)[CH:32]=1)([CH3:4])([CH3:2])[CH3:3]. Reported procedure: The title compound was prepared from (2-amino-5-dimethylamino-4-trifluoromethyl-phenyl)-carbamic acid tert-butyl ester (Example J1) (239 mg, 0.75 mmol) and 3-oxo-3-(3-pyridin-4-yl-phenyl)-propionic acid tert-butyl ester (Example K2) (223 mg, 0.75 mmol) according to the general procedure M. Obtained as an orange solid (324 mg). Reactants: Cl.C1(=CC=CC=C1)C(=CC1=CC=C(C(C)N)C=C1)C1=CC=CC=C1 (p-(2,2-diphenylvinyl)-α-methylbenzylamine hydrochloride), Cl.CC(C1=CC=C(C=C1)CCC1=CC=CC=C1)N (α-methyl-p-phenethylbenzylamine hydrochloride). Yields the product Cl.C1(=CC=CC=C1)C(=CC1=CC=C(C(C)N=C2NCCCCC2)C=C1)C1=CC=CC=C1 (2-[p-(2,2-diphenylvinyl)-α-methylbenzylimino]hexahydroazepine hydrochloride). Reaction SMILES: [ClH:1].[C:2]1([C:8]([C:19]2[CH:24]=[CH:23][CH:22]=[CH:21][CH:20]=2)=[CH:9][C:10]2[CH:18]=[CH:17][C:13]([CH:14]([NH2:16])[CH3:15])=[CH:12][CH:11]=2)[CH:7]=[CH:6][CH:5]=[CH:4][CH:3]=1.Cl.C[CH:27]([NH2:42])[C:28]1C=[CH:32][C:31](CCC2C=CC=CC=2)=[CH:30][CH:29]=1>>[ClH:1].[C:19]1([C:8]([C:2]2[CH:3]=[CH:4][CH:5]=[CH:6][CH:7]=2)=[CH:9][C:10]2[CH:18]=[CH:17][C:13]([CH:14]([N:16]=[C:27]3[CH2:28][CH2:29][CH2:30][CH2:31][CH2:32][NH:42]3)[CH3:15])=[CH:12][CH:11]=2)[CH:20]=[CH:21][CH:22]=[CH:23][CH:24]=1 |f:0.1,2.3,4.5|. Procedure details: Following essentially the same procedure described in Example 7 above and substituting p-(2,2-diphenylvinyl)-α-methylbenzylamine hydrochloride for the α-methyl-p-phenethylbenzylamine hydrochloride above, results in the formation of 2-[p-(2,2-diphenylvinyl)-α-methylbenzylimino]hexahydroazepine hydrochloride having a M.P. of 219°-21° C.